From a dataset of the Open Reaction Database (ORD), a public repository of structured organic reaction records. describe an organic reaction: reactants, conditions, products, and yield Reactants: COC=1C=C(CNC(=O)C23CC4C(C(CC(C2)C4)C3)=O)C=C(C1)OC (N-(3,5-dimethoxybenzyl)-4-oxoadamantane-1-carboxamide), [BH4-].[Na+] (NaBH4). Solvent: CO (CH3OH). Reaction conditions: time 1 hour. The product is COC=1C=C(CNC(=O)C23CC4C(C(CC(C2)C4)C3)O)C=C(C1)OC (N-(3,5-dimethoxybenzyl)-4-hydroxyadamantane-1-carboxamide). Yield: 0.1%. RXN SMILES: [CH3:1][O:2][C:3]1[CH:4]=[C:5]([CH:21]=[C:22]([O:24][CH3:25])[CH:23]=1)[CH2:6][NH:7][C:8]([C:10]12[CH2:19][CH:14]3[CH2:15][CH:16]([CH2:18][CH:12]([C:13]3=[O:20])[CH2:11]1)[CH2:17]2)=[O:9].[BH4-].[Na+]>CO>[CH3:25][O:24][C:22]1[CH:21]=[C:5]([CH:4]=[C:3]([O:2][CH3:1])[CH:23]=1)[CH2:6][NH:7][C:8]([C:10]12[CH2:19][CH:14]3[CH2:15][CH:16]([CH2:18][CH:12]([CH:13]3[OH:20])[CH2:11]1)[CH2:17]2)=[O:9] |f:1.2|. Procedure details: To a solution of N-(3,5-dimethoxybenzyl)-4-oxoadamantane-1-carboxamide (230 mg, 0.670 mol) in anhydrous CH3OH was added NaBH4 (100 mg, 2.7 mmol) at 0° C. The reaction mixture was stirred for 1 h at rt. The solvent was removed under reduced pressure, diluted with CH2Cl2 and washed with water. The organic layer was separated, dried, and concentrated to give N-(3,5-dimethoxybenzyl)-4-hydroxyadamantane-1-carboxamide (230 mg, 100%). 1H NMR: (400 MHz, CDCl3): δ=1.40 (d, 1H), 1.46-1.62 (m, 6H), 1.70-1.... Reactants: C(#N)C1=CC=C(CC(CCC2=CC=C(C(=O)OC)C=C2)\C=C\C2=C(C=CC=C2)O)C=C1 (methyl E-4-[3-(4-cyanobenzyl)-5-(2-hydroxyphenyl)pent-4-enyl]benzoate), ClCC1=CC=C(C=C1)C(C(F)(F)F)(C(F)(F)F)F (1-(chloromethyl)-4-[1,2,2,2-tetrafluoro-1-(trifluoromethyl)ethyl]benzene), C([O-])([O-])=O.[K+].[K+] (potassium carbonate). Solvent: C(C)#N (acetonitrile). Product: C(#N)C1=CC=C(CC(CCC2=CC=C(C(=O)OC)C=C2)\C=C\C2=C(C=CC=C2)OCC2=CC=C(C=C2)C(C(F)(F)F)(C(F)(F)F)F)C=C1 (Methyl 4-{(4E)-3-(4-cyanobenzyl)-5-[2-({4-[1,2,2,2-tetrafluoro-1-(trifluoromethyl)ethyl]benzyl}-oxy)phenyl]pent-4-en-1-yl}benzoate). RXN SMILES: [C:1]([C:3]1[CH:31]=[CH:30][C:6]([CH2:7][CH:8](/[CH:21]=[CH:22]/[C:23]2[CH:28]=[CH:27][CH:26]=[CH:25][C:24]=2[OH:29])[CH2:9][CH2:10][C:11]2[CH:20]=[CH:19][C:14]([C:15]([O:17][CH3:18])=[O:16])=[CH:13][CH:12]=2)=[CH:5][CH:4]=1)#[N:2].Cl[CH2:33][C:34]1[CH:39]=[CH:38][C:37]([C:40]([F:49])([C:45]([F:48])([F:47])[F:46])[C:41]([F:44])([F:43])[F:42])=[CH:36][CH:35]=1.C(=O)([O-])[O-].[K+].[K+]>C(#N)C>[C:1]([C:3]1[CH:4]=[CH:5][C:6]([CH2:7][CH:8](/[CH:21]=[CH:22]/[C:23]2[CH:28]=[CH:27][CH:26]=[CH:25][C:24]=2[O:29][CH2:33][C:34]2[CH:35]=[CH:36][C:37]([C:40]([F:49])([C:41]([F:42])([F:43])[F:44])[C:45]([F:47])([F:48])[F:46])=[CH:38][CH:39]=2)[CH2:9][CH2:10][C:11]2[CH:20]=[CH:19][C:14]([C:15]([O:17][CH3:18])=[O:16])=[CH:13][CH:12]=2)=[CH:30][CH:31]=1)#[N:2] |f:2.3.4|. Procedure details: A solution of 150 mg (0.365 mmol) of methyl E-4-[3-(4-cyanobenzyl)-5-(2-hydroxyphenyl)pent-4-enyl]benzoate (enantiomer 1, Example 51A) in 3 ml of dry acetonitrile is mixed with 139 mg (0.47 mmol) of 1-(chloromethyl)-4-[1,2,2,2-tetrafluoro-1-(trifluoromethyl)ethyl]benzene [prepared as described in EP 0 009 787-A2] and 100 mg (0.73 mmol) of anhydrous potassium carbonate and then heated under reflux for 12 h. The mixture is then filtered and the filtrate is evaporated to dryness. The residue is pur...